The task is: describe an organic reaction: reactants, conditions, products, and yield. This data is from the Open Reaction Database (ORD), a public repository of structured organic reaction records. The reactants are C1CCOC1, COC(=O)Cc1ccc(-c2noc(-c3ccccc3)c2COCCOc2ccc(Cl)cc2Cl)c(Cl)c1, ClCCl, Cl, [Li+], [OH-], O. Product: O=C(O)Cc1ccc(-c2noc(-c3ccccc3)c2COCCOc2ccc(Cl)cc2Cl)c(Cl)c1. As a reaction SMILES: [CH2:43]1[O:44][CH2:45][CH2:46][CH2:47]1.[CH3:1][O:2][C:3]([CH2:4][c:5]1[cH:6][c:7]([Cl:35])[c:8](-[c:11]2[n:12][o:13][c:14](-[c:29]3[cH:30][cH:31][cH:32][cH:33][cH:34]3)[c:15]2[CH2:16][O:17][CH2:18][CH2:19][O:20][c:21]2[c:22]([Cl:28])[cH:23][c:24]([Cl:27])[cH:25][cH:26]2)[cH:9][cH:10]1)=[O:36].[Cl:40][CH2:41][Cl:42].[ClH:39].[Li+:38].[OH-:37].[OH2:48]>>[O:2]=[C:3]([CH2:4][c:5]1[cH:6][c:7]([Cl:35])[c:8](-[c:11]2[n:12][o:13][c:14](-[c:29]3[cH:30][cH:31][cH:32][cH:33][cH:34]3)[c:15]2[CH2:16][O:17][CH2:18][CH2:19][O:20][c:21]2[c:22]([Cl:28])[cH:23][c:24]([Cl:27])[cH:25][cH:26]2)[cH:9][cH:10]1)[OH:36]. The reactants are ClCC=1OC2=C(N1)C=C(C=C2)[N+](=O)[O-] (2-Chloromethyl-5-nitrobenzoxazole), CNCCC1=CC=C(C=C1)[N+](=O)[O-] (N-methyl-4-nitrophenethylamine), C([O-])([O-])=O.[K+].[K+] (potassium carbonate), [I-].[Na+] (sodium iodide). Run in C(C)#N (acetonitrile). Yields the product CN(CC=1OC2=C(N1)C=C(C=C2)[N+](=O)[O-])CCC2=CC=C(C=C2)[N+](=O)[O-] (N-methyl-N-(5-nitrobenzoxazol-2-ylmethyl)-4-nitrophenethylamine). As a reaction SMILES: Cl[CH2:2][C:3]1[O:4][C:5]2[CH:11]=[CH:10][C:9]([N+:12]([O-:14])=[O:13])=[CH:8][C:6]=2[N:7]=1.[CH3:15][NH:16][CH2:17][CH2:18][C:19]1[CH:24]=[CH:23][C:22]([N+:25]([O-:27])=[O:26])=[CH:21][CH:20]=1.C(=O)([O-])[O-].[K+].[K+].[I-].[Na+]>C(#N)C>[CH3:15][N:16]([CH2:17][CH2:18][C:19]1[CH:24]=[CH:23][C:22]([N+:25]([O-:27])=[O:26])=[CH:21][CH:20]=1)[CH2:2][C:3]1[O:4][C:5]2[CH:11]=[CH:10][C:9]([N+:12]([O-:14])=[O:13])=[CH:8][C:6]=2[N:7]=1 |f:2.3.4,5.6|. Procedure details: 2-Chloromethyl-5-nitrobenzoxazole (2.85 g, 13.4 mmole), N-methyl-4-nitrophenethylamine (J.O.C., [1956], 21, 45) (2.2 g, 12.2 mmole), potassium carbonate (1.85 g, 13.4 mmole) and sodium iodide (2.0 g, 13.4 mmole) were heated under reflux in acetonitrile (50 ml) for 3 days. The solvent was then evaporated, the residue diluted with water, and extracted three times with methylene chloride. The combined organic extracts were washed with water, dried (MgSO4), filtered and evaporated to dryness. The re...